Dataset: the Open Reaction Database (ORD), a public repository of structured organic reaction records. Task: describe an organic reaction: reactants, conditions, products, and yield The reactants are CCCc1nc2cnc3ccccc3c2n1OCc1ccccc1, O=C=NC(=O)C(Cl)(Cl)Cl, ClCCl, O=C(OO)c1cccc(Cl)c1. As a reaction SMILES: [CH2:1]([c:2]1[cH:3][cH:4][cH:5][cH:6][cH:7]1)[O:8][n:9]1[c:10]([CH2:22][CH2:23][CH3:24])[n:11][c:12]2[cH:13][n:14][c:15]3[cH:16][cH:17][cH:18][cH:19][c:20]3[c:21]12.[Cl:36][C:37]([Cl:38])([Cl:39])[C:41]([N:40]=[C:42]=[O:43])=[O:44].[Cl:45][CH2:46][Cl:47].[OH:25][O:26][C:27]([c:28]1[cH:29][c:30]([Cl:31])[cH:32][cH:33][cH:34]1)=[O:35]>>[CH2:1]([c:2]1[cH:3][cH:4][cH:5][cH:6][cH:7]1)[O:8][n:9]1[c:10]([CH2:22][CH2:23][CH3:24])[n:11][c:12]2[c:13]([NH2:40])[n:14][c:15]3[cH:16][cH:17][cH:18][cH:19][c:20]3[c:21]12. The product is CCCc1nc2c(N)nc3ccccc3c2n1OCc1ccccc1. Reactants: CCOC(=O)C=CC(C)=CC(C)Sc1ccc(N(C)C)cc1, C1CCOC1, CO, CCO, CCOCC, Cl, [K+], NO, [OH-], O. Yields the product CC(C=CC(=O)NO)=CC(C)Sc1ccc(N(C)C)cc1. RXN SMILES: [CH2:1]([O:3][C:4](=[O:2])[CH:5]=[CH:6][C:7](=[CH:8][CH:9]([CH3:10])[S:11][c:12]1[cH:13][cH:14][c:15]([N:18]([CH3:19])[CH3:20])[cH:16][cH:17]1)[CH3:21])[CH3:22].[CH2:30]1[O:31][CH2:32][CH2:33][CH2:34]1.[CH3:27][OH:28].[CH3:35][CH2:36][OH:37].[CH3:38][CH2:39][O:40][CH2:41][CH3:42].[ClH:29].[K+:26].[NH2:23][OH:24].[OH-:25].[OH2:43]>>[O:3]=[C:4]([CH:5]=[CH:6][C:7](=[CH:8][CH:9]([CH3:10])[S:11][c:12]1[cH:13][cH:14][c:15]([N:18]([CH3:19])[CH3:20])[cH:16][cH:17]1)[CH3:21])[NH:23][OH:24].